This data is from the Open Reaction Database (ORD), a public repository of structured organic reaction records. The task is: describe an organic reaction: reactants, conditions, products, and yield The reactants are O=Cc1nc2cc(Cl)ccc2cc1Cc1ccccc1, CC(C)[Mg+], [Cl-], ClCCl. Yields the product CC(C)C(O)c1nc2cc(Cl)ccc2cc1Cc1ccccc1. RXN SMILES: [CH2:1]([c:2]1[cH:3][cH:4][cH:5][cH:6][cH:7]1)[c:8]1[c:9]([CH:19]=[O:20])[n:10][c:11]2[cH:12][c:13]([Cl:18])[cH:14][cH:15][c:16]2[cH:17]1.[CH:22]([CH3:23])([CH3:24])[Mg+:25].[Cl-:21].[Cl:26][CH2:27][Cl:28]>>[CH2:1]([c:2]1[cH:3][cH:4][cH:5][cH:6][cH:7]1)[c:8]1[c:9]([CH:19]([OH:20])[CH:22]([CH3:23])[CH3:24])[n:10][c:11]2[cH:12][c:13]([Cl:18])[cH:14][cH:15][c:16]2[cH:17]1. The reactants are O=C1CCC(=O)N1Br, ClCCl, CS(=O)(=O)c1ccc(C(CC2CCCC2)C(=O)O)cc1C(F)(F)F, Nc1ccccn1, c1ccc(P(c2ccccc2)c2ccccc2)cc1, c1ccncc1. Yields the product CS(=O)(=O)c1ccc(C(CC2CCCC2)C(=O)Nc2ccccn2)cc1C(F)(F)F. RXN SMILES: [Br:44][N:45]1[C:46](=[O:47])[CH2:48][CH2:49][C:50]1=[O:51].[CH2:59]([Cl:60])[Cl:61].[CH:1]1([CH2:6][CH:7]([C:8](=[O:9])[OH:10])[c:11]2[cH:12][c:13]([C:21]([F:22])([F:23])[F:24])[c:14]([S:17](=[O:18])(=[O:19])[CH3:20])[cH:15][cH:16]2)[CH2:2][CH2:3][CH2:4][CH2:5]1.[NH2:52][c:53]1[n:54][cH:55][cH:56][cH:57][cH:58]1.[c:25]1([P:26]([c:27]2[cH:28][cH:29][cH:30][cH:31][cH:32]2)[c:33]2[cH:34][cH:35][cH:36][cH:37][cH:38]2)[cH:39][cH:40][cH:41][cH:42][cH:43]1.[cH:62]1[cH:63][cH:64][n:65][cH:66][cH:67]1>>[CH:1]1([CH2:6][CH:7]([C:8](=[O:9])[NH:52][c:53]2[n:54][cH:55][cH:56][cH:57][cH:58]2)[c:11]2[cH:12][c:13]([C:21]([F:22])([F:23])[F:24])[c:14]([S:17](=[O:18])(=[O:19])[CH3:20])[cH:15][cH:16]2)[CH2:2][CH2:3][CH2:4][CH2:5]1.